Dataset: the Open Reaction Database (ORD), a public repository of structured organic reaction records. Task: describe an organic reaction: reactants, conditions, products, and yield The reactants are [OH-].[Na+] (NaOH), OO (H2O2), C1(=CC=CC=C1)C1=NC=2CCCCC2C=C1 (2-phenyl-5,6,7,8-tetrahydroquinoline), OO (H2O2), C(=O)([O-])[O-].[Na+].[Na+] (Na2CO3). Reagents/catalysts: C(=O)([O-])[O-].[K+].[K+] (K2CO3). Solvent: CO (methanol), C(C)(=O)O (acetic acid), C(Cl)(Cl)Cl (CHCl3). Conditions: time 18 hour. Product: OC1CCCC=2C=CC(=NC12)C1=CC=CC=C1 (8-hydroxy-2-phenyl-5,6,7,8-tetrahydroquinoline), 8786. The yield is 74.0%. As a reaction SMILES: [C:1]1([C:7]2[CH:16]=[CH:15][C:14]3[CH2:13][CH2:12][CH2:11][CH2:10][C:9]=3[N:8]=2)[CH:6]=[CH:5][CH:4]=[CH:3][CH:2]=1.OO.C([O-])([O-])=[O:20].[Na+].[Na+].[OH-].[Na+]>C(O)(=O)C.CO.C([O-])([O-])=O.[K+].[K+].C(Cl)(Cl)Cl>[OH:20][CH:10]1[C:9]2[N:8]=[C:7]([C:1]3[CH:2]=[CH:3][CH:4]=[CH:5][CH:6]=3)[CH:16]=[CH:15][C:14]=2[CH2:13][CH2:12][CH2:11]1 |f:2.3.4,5.6,9.10.11|. Procedure details: To a stirred solution of 2-phenyl-5,6,7,8-tetrahydroquinoline (3.80 g, 18 mmol) in glacial acetic acid (10 mL) was added a 30 wt. % aqueous solution of H2O2 (2 mL) and the resulting mixture was stirred at 70° for 18 h; at this point, another portion of H2O2 solution (2 mL) was added and stirring was continued for 2 days. The solution was cooled to room temperature and Na2CO3 (10 g) and CHCl3 (20 mL) were added. The resulting mixture was allowed to sit 15 min then filtered and the aqueous phase w... Reactants: O=C([O-])[O-], O=c1[nH]c(=O)n(C2CC2)c2ncn(Cc3ccccc3)c12, COCCCl, CN(C)C=O, [K+], [K+]. Product: COCCn1c(=O)c2c(ncn2Cc2ccccc2)n(C2CC2)c1=O. RXN SMILES: [C:1](=[O:2])([O-:3])[O-:4].[CH2:7]([c:8]1[cH:9][cH:10][cH:11][cH:12][cH:13]1)[n:14]1[cH:15][n:16][c:17]2[n:18]([CH:25]3[CH2:26][CH2:27]3)[c:19](=[O:24])[nH:20][c:21](=[O:23])[c:22]12.[CH3:28][O:29][CH2:30][CH2:31][Cl:32].[CH3:33][N:34]([CH3:35])[CH:36]=[O:37].[K+:5].[K+:6]>>[CH2:7]([c:8]1[cH:9][cH:10][cH:11][cH:12][cH:13]1)[n:14]1[cH:15][n:16][c:17]2[n:18]([CH:25]3[CH2:26][CH2:27]3)[c:19](=[O:24])[n:20]([CH2:31][CH2:30][O:29][CH3:28])[c:21](=[O:23])[c:22]12. Reactants: C(C(=O)[O-])(C)C.[K+] (potassium terbutanoate), C(C)I (ethyl iodide), 3, ClC=1C(=NC=C(C1)C(F)(F)F)CC#N ([3-chloro-5-(trifluoromethyl)-2-pyridinyl]acetonitrile), O (water). The solvent is C1CCOC1 (THF), C1CCOC1 (THF), C(C)(=O)OCC (ethyl acetate). Conditions: time 8 hour. The product is ClC=1C(=NC=C(C1)C(F)(F)F)C(C#N)CC (2-[3-chloro-5-(trifluoromethyl)-2-pyridinyl]butanenitrile). As a reaction SMILES: [Cl:1][C:2]1[C:3]([CH2:12][C:13]#[N:14])=[N:4][CH:5]=[C:6]([C:8]([F:11])([F:10])[F:9])[CH:7]=1.[CH:15](C)(C)[C:16]([O-])=O.[K+].C(I)C.O>C1COCC1.C(OCC)(=O)C>[Cl:1][C:2]1[C:3]([CH:12]([CH2:15][CH3:16])[C:13]#[N:14])=[N:4][CH:5]=[C:6]([C:8]([F:11])([F:9])[F:10])[CH:7]=1 |f:1.2|. Procedure: 199 g (0.9 mol) of 3 of [3-chloro-5-(trifluoromethyl)-2-pyridinyl]acetonitrile are dissolved in 3 L of THF at −5° C. A solution of 106 g (0.945 mol) of potassium terbutanoate in 0.6 L of THF is slowly added to the reaction medium. After 2H, 147 g (0.945 mol) of ethyl iodide is added dropwise to the reaction mixture which is stirred overnight at room temperature. 3 L of water and 2 L of ethyl acetate are added to the reaction mixture, after separation, the aqueous phase is extracted twice with 50... Starting materials: C1(=C(C=CC=C1)P(C1CCCCC1)C1CCCCC1)C1=CC=CC=C1 (2-biphenylyl(dicyclohexyl)phosphane), FC1=NC=CC=C1B(O)O ((2-fluoro-3-pyridinyl)boronic acid), C([O-])([O-])=O.[Na+].[Na+] (sodium carbonate), FC1=NC=CC=C1B(O)O ((2-fluoro-3-pyridinyl)boronic acid), C([O-])([O-])=O.[Na+].[Na+] (sodium carbonate), C1(=C(C=CC=C1)P(C1CCCCC1)C1CCCCC1)C1=CC=CC=C1 (2-biphenylyl(dicyclohexyl)phosphane), BrC=1C(NC(N(N1)CCCN1C[C@]2(C[C@H]2C1)C1=CC=C(C=C1)C(F)(F)F)=O)=O (6-bromo-2-(3-{(1S,5R)-1-[4-(trifluoromethyl)phenyl]-3-azabicyclo[3.1.0]hex-3-yl}propyl)-1,2,4-triazine-3,5(2H,4H)-dione). The reagents and catalysts are C=1C=CC(=CC1)[P](C=2C=CC=CC2)(C=3C=CC=CC3)[Pd]([P](C=4C=CC=CC4)(C=5C=CC=CC5)C=6C=CC=CC6)([P](C=7C=CC=CC7)(C=8C=CC=CC8)C=9C=CC=CC9)[P](C=1C=CC=CC1)(C=1C=CC=CC1)C=1C=CC=CC1 (Tetrakis), C=1C=CC(=CC1)[P](C=2C=CC=CC2)(C=3C=CC=CC3)[Pd]([P](C=4C=CC=CC4)(C=5C=CC=CC5)C=6C=CC=CC6)([P](C=7C=CC=CC7)(C=8C=CC=CC8)C=9C=CC=CC9)[P](C=1C=CC=CC1)(C=1C=CC=CC1)C=1C=CC=CC1 (Tetrakis). Run in O (Water), COCCOC (1,2-Dimethoxyethane), mixture, COCCOC.O (DME Water). Conditions: temperature 90 celsius, time 3 hour. Yields the product FC1=NC=CC=C1C=1C(NC(N(N1)CCCN1C[C@]2(C[C@H]2C1)C1=CC=C(C=C1)C(F)(F)F)=O)=O (6-(2-fluoro-3-pyridinyl)-2-(3-{(1S,5R)-1-[4-(trifluoromethyl)phenyl]-3-azabicyclo[3.1.0]hex-3-yl}propyl)-1,2,4-triazine-3,5(2H,4H)-dione). The yield is 45.4%. As a reaction SMILES: Br[C:2]1[C:3](=[O:28])[NH:4][C:5](=[O:27])[N:6]([CH2:8][CH2:9][CH2:10][N:11]2[CH2:16][C@H:15]3[C@:13]([C:17]4[CH:22]=[CH:21][C:20]([C:23]([F:26])([F:25])[F:24])=[CH:19][CH:18]=4)([CH2:14]3)[CH2:12]2)[N:7]=1.[F:29][C:30]1[C:35](B(O)O)=[CH:34][CH:33]=[CH:32][N:31]=1.C(=O)([O-])[O-].[Na+].[Na+].C1(C2C=CC=CC=2)C=CC=CC=1P(C1CCCCC1)C1CCCCC1>COCCOC.O.C1C=CC([P]([Pd]([P](C2C=CC=CC=2)(C2C=CC=CC=2)C2C=CC=CC=2)([P](C2C=CC=CC=2)(C2C=CC=CC=2)C2C=CC=CC=2)[P](C2C=CC=CC=2)(C2C=CC=CC=2)C2C=CC=CC=2)(C2C=CC=CC=2)C2C=CC=CC=2)=CC=1.O.COCCOC>[F:29][C:30]1[C:35]([C:2]2[C:3](=[O:28])[NH:4][C:5](=[O:27])[N:6]([CH2:8][CH2:9][CH2:10][N:11]3[CH2:16][C@H:15]4[C@:13]([C:17]5[CH:22]=[CH:21][C:20]([C:23]([F:26])([F:25])[F:24])=[CH:19][CH:18]=5)([CH2:14]4)[CH2:12]3)[N:7]=2)=[CH:34][CH:33]=[CH:32][N:31]=1 |f:2.3.4,6.7,^1:80,82,101,120|. Reported procedure: 6-bromo-2-(3-{(1S,5R)-1-[4-(trifluoromethyl)phenyl]-3-azabicyclo[3.1.0]hex-3-yl}propyl)-1,2,4-triazine-3,5(2H,4H)-dione (P8, 100 mg, 0.218 mmol) was suspended in a degassed mixture of 1,2-Dimethoxyethane (DME) (3.629 ml)/Water (0.726 ml). Then (2-fluoro-3-pyridinyl)boronic acid (92 mg, 0.653 mmol), sodium carbonate (69.2 mg, 0.653 mmol), Tetrakis (50.3 mg, 0.044 mmol) and 2-biphenylyl(dicyclohexyl)phosphane (15.26 mg, 0.044 mmol) were added and the mixture was heated to 90° C. and stirred at tha... Reactants: COc1cc2c(cc1[N+](=O)[O-])N(C(C)=O)CCC2, CCOC(C)=O. Yields the product COc1cc2c(cc1N)N(C(C)=O)CCC2. As a reaction SMILES: [C:1]([CH3:2])(=[O:3])[N:4]1[CH2:5][CH2:6][CH2:7][c:8]2[cH:9][c:10]([O:17][CH3:18])[c:11]([N+:14]([O-:15])=[O:16])[cH:12][c:13]21.[CH3:19][CH2:20][O:21][C:22](=[O:23])[CH3:24]>>[C:1]([CH3:2])(=[O:3])[N:4]1[CH2:5][CH2:6][CH2:7][c:8]2[cH:9][c:10]([O:17][CH3:18])[c:11]([NH2:14])[cH:12][c:13]21.